This data is from the Open Reaction Database (ORD), a public repository of structured organic reaction records. The task is: describe an organic reaction: reactants, conditions, products, and yield The reactants are C(C)(C)C1=CC=C(C=C1)C1C(OC2=C1C(=C(C(=C2C)C)N)C)(C)C (3-(4-isopropylphenyl)-2,2,4,6,7-pentamethyl-2,3-dihydro-1-benzofuran-5-amine), COC=1C=C(C(=O)Cl)C=CC1OC (3,4-dimethoxybenzoyl chloride). The solvent is C(C)(=O)OCC.CCCCCC (Ethyl acetate hexane). Yields the product C(C)(C)C1=CC=C(C=C1)C1C(OC2=C1C(=C(C(=C2C)C)NC(C2=CC(=C(C=C2)OC)OC)=O)C)(C)C (N-[3-(4-Isopropylphenyl)-2,2,4,6,7-pentamethyl-2,3-dihydro-1-benzofuran-5-yl]-3,4-dimethoxybenzamide). Isolated yield 71.0%. RXN SMILES: [CH:1]([C:4]1[CH:9]=[CH:8][C:7]([CH:10]2[C:14]3[C:15]([CH3:22])=[C:16]([NH2:21])[C:17]([CH3:20])=[C:18]([CH3:19])[C:13]=3[O:12][C:11]2([CH3:24])[CH3:23])=[CH:6][CH:5]=1)([CH3:3])[CH3:2].[CH3:25][O:26][C:27]1[CH:28]=[C:29]([CH:33]=[CH:34][C:35]=1[O:36][CH3:37])[C:30](Cl)=[O:31]>C(OCC)(=O)C.CCCCCC>[CH:1]([C:4]1[CH:9]=[CH:8][C:7]([CH:10]2[C:14]3[C:15]([CH3:22])=[C:16]([NH:21][C:30](=[O:31])[C:29]4[CH:33]=[CH:34][C:35]([O:36][CH3:37])=[C:27]([O:26][CH3:25])[CH:28]=4)[C:17]([CH3:20])=[C:18]([CH3:19])[C:13]=3[O:12][C:11]2([CH3:24])[CH3:23])=[CH:6][CH:5]=1)([CH3:3])[CH3:2] |f:2.3|. Procedure: By using 3-(4-isopropylphenyl)-2,2,4,6,7-pentamethyl-2,3-dihydro-1-benzofuran-5-amine and 3,4-dimethoxybenzoyl chloride, the title compound was synthesized according to Example 1b. Yield: 71%. Melting point: 171-173° C. (Ethyl acetate-hexane). The reactants are ClC=1C=C(C(=O)OO)C=CC1 (3-Chloroperoxybenzoic acid), FC=1C=C(C=CC1)C1=NOCCS1 (5,6-Dihydro-3-(3-fluorophenyl)-1,4,2-oxathiazine), C([O-])(O)=O.[Na+] (sodium bicarbonate). Solvent: C(Cl)(Cl)Cl (chloroform), C(Cl)(Cl)Cl (chloroform). Run at time 8 hour. Yields the product FC=1C=C(C=CC1)C1=NOCCS1=O (5,6-dihydro-3-(3-fluorophenyl)-1,4,2-oxathiazine 4-oxide). As a reaction SMILES: [F:1][C:2]1[CH:3]=[C:4]([C:8]2[S:13][CH2:12][CH2:11][O:10][N:9]=2)[CH:5]=[CH:6][CH:7]=1.ClC1C=C(C=CC=1)C(OO)=[O:19].C(=O)(O)[O-].[Na+]>C(Cl)(Cl)Cl>[F:1][C:2]1[CH:3]=[C:4]([C:8]2[S:13](=[O:19])[CH2:12][CH2:11][O:10][N:9]=2)[CH:5]=[CH:6][CH:7]=1 |f:2.3|. Reported procedure: 5,6-Dihydro-3-(3-fluorophenyl)-1,4,2-oxathiazine (19.7 g, 0.1 mol) was dissolved in chloroform, 50 ml). 3-Chloroperoxybenzoic acid (21 g) dissolved in chloroform (200 ml) was added dropwise at such a rate that the temperature of the reaction mixture remained at between 25° to 30° C. After the addition was complete, the reaction was left stirring at room temperature overnight. Saturated aqueous sodium bicarbonate was added and stirred until all gassing ceased. The chloroform solution was washed w...